This data is from the Open Reaction Database (ORD), a public repository of structured organic reaction records. The task is: describe an organic reaction: reactants, conditions, products, and yield The reactants are C(=O)(C(F)(F)F)O (TFA), C(C)(C)(C)OC(=O)N1CC(C1)N1C[C@H](O[C@H](C1)C)C (3-(2,6-(cis)-Dimethyl-morpholin-4-yl)-azetidine-1-carboxylic acid tert-butyl ester). Yields the product N1CC(C1)N1C[C@H](O[C@H](C1)C)C (4-Azetidin-3-yl-2,6-(cis)-dimethyl-morpholine). Reaction SMILES: C(O)(C(F)(F)F)=O.C(OC([N:15]1[CH2:18][CH:17]([N:19]2[CH2:24][C@H:23]([CH3:25])[O:22][C@H:21]([CH3:26])[CH2:20]2)[CH2:16]1)=O)(C)(C)C>>[NH:15]1[CH2:18][CH:17]([N:19]2[CH2:24][C@H:23]([CH3:25])[O:22][C@H:21]([CH3:26])[CH2:20]2)[CH2:16]1. Procedure: 4-Azetidin-3-yl-2,6-(cis)-dimethyl-morpholine was prepared as a TFA salt from 3-(2,6-(cis)-Dimethyl-morpholin-4-yl)-azetidine-1-carboxylic acid tert-butyl ester following General Procedure H. Starting materials: FC(C(=O)O)(F)F (trifluoroacetic acid), C(C)C=1C(=CN2N=CN=C(C21)NC=2C=C1C=NN(C1=CC2)CC2=CC=CC=C2)NC(=O)OC[C@H]2N(CCOC2)C(=O)OC(C)(C)C (3-[[[[[5-ethyl-4-[[1-(phenylmethyl)-1H-indazol-5-yl]amino]pyrrolo[2,1-f][1,2,4]triazin-6-yl]amino]carbonyl]oxy]methyl]-4-morpholinecarboxylic acid, (3S)-1,1-dimethylethyl ester), C([O-])([O-])=O.[Na+].[Na+] (sodium carbonate). Solvent: C(Cl)Cl (methylene chloride). Run at time 18 hour. Yields the product C(C)C=1C(=CN2N=CN=C(C21)NC=2C=C1C=NN(C1=CC2)CC2=CC=CC=C2)NC(OC[C@H]2NCCOC2)=O ([5-ethyl-4-[[(1-phenylmethyl)-1H-indazol-5-yl]amino]pyrrolo[2,1-f][1,2,4]triazin-6-yl]-carbamic acid, (3S)-3-morpholinylmethyl ester). The yield is 97.1%. As a reaction SMILES: [CH2:1]([C:3]1[C:4]([NH:29][C:30]([O:32][CH2:33][C@@H:34]2[CH2:39][O:38][CH2:37][CH2:36][N:35]2C(OC(C)(C)C)=O)=[O:31])=[CH:5][N:6]2[C:11]=1[C:10]([NH:12][C:13]1[CH:14]=[C:15]3[C:19](=[CH:20][CH:21]=1)[N:18]([CH2:22][C:23]1[CH:28]=[CH:27][CH:26]=[CH:25][CH:24]=1)[N:17]=[CH:16]3)=[N:9][CH:8]=[N:7]2)[CH3:2].FC(F)(F)C(O)=O.C(=O)([O-])[O-].[Na+].[Na+]>C(Cl)Cl>[CH2:1]([C:3]1[C:4]([NH:29][C:30](=[O:31])[O:32][CH2:33][C@@H:34]2[CH2:39][O:38][CH2:37][CH2:36][NH:35]2)=[CH:5][N:6]2[C:11]=1[C:10]([NH:12][C:13]1[CH:14]=[C:15]3[C:19](=[CH:20][CH:21]=1)[N:18]([CH2:22][C:23]1[CH:24]=[CH:25][CH:26]=[CH:27][CH:28]=1)[N:17]=[CH:16]3)=[N:9][CH:8]=[N:7]2)[CH3:2] |f:2.3.4|. Reported procedure: 3-[[[[[5-ethyl-4-[[1-(phenylmethyl)-1H-indazol-5-yl]amino]pyrrolo[2,1-f][1,2,4]triazin-6-yl]amino]carbonyl]oxy]methyl]-4-morpholinecarboxylic acid, (3S)-1,1-dimethylethyl ester (14.0 g, 22.3 mmol) was dissolved in methylene chloride (250 mL) and treated with trifluoroacetic acid (40 mL). The resulting solution was stirred for 18 h, then neutralized by the addition of saturated aqueous sodium carbonate. The organic phase was separated and dried over magnesium sulfate. Filtration and concentration...